This data is from the Open Reaction Database (ORD), a public repository of structured organic reaction records. The task is: describe an organic reaction: reactants, conditions, products, and yield Starting materials: C(C)(C)(C)OC(=O)[C@@]1(CN(C(C1C)=O)[C@H](C)C1=CC=CC=C1)CCO[Si](C)(C)C(C)(C)C ((3S)-3-[2-(tert-butyldimethylsilyloxy)ethyl]-4-methyl-5-oxo-1-[(1R)-1-phenylethyl]pyrrolidine-3-carboxylic acid tert-butyl ester), C(C)(=O)O (acetic acid), solution, [F-].C(CCC)[N+](CCCC)(CCCC)CCCC (tetrabutylammonium fluoride), C(C)(=O)OCC (ethyl acetate). Solvent: O1CCCC1 (tetrahydrofuran), O1CCCC1 (tetrahydrofuran), [Cl-].[Na+].O (brine). Reaction conditions: time 12 hour. Product: C(C)(C)(C)OC(=O)[C@@]1(CN(C(C1C)=O)[C@H](C)C1=CC=CC=C1)CCO ((3S)-3-(2-Hydroxyethyl)-4-methyl-5-oxo-1-[(1R)-1-phenylethyl]pyrrolidine-3-carboxylic acid tert-butyl ester). As a reaction SMILES: [C:1]([O:5][C:6]([C@@:8]1([CH2:23][CH2:24][O:25][Si](C(C)(C)C)(C)C)[CH:12]([CH3:13])[C:11](=[O:14])[N:10]([C@@H:15]([C:17]2[CH:22]=[CH:21][CH:20]=[CH:19][CH:18]=2)[CH3:16])[CH2:9]1)=[O:7])([CH3:4])([CH3:3])[CH3:2].C(O)(=O)C.[F-].C([N+](CCCC)(CCCC)CCCC)CCC.C(OCC)(=O)C>O1CCCC1.[Cl-].[Na+].O>[C:1]([O:5][C:6]([C@@:8]1([CH2:23][CH2:24][OH:25])[CH:12]([CH3:13])[C:11](=[O:14])[N:10]([C@@H:15]([C:17]2[CH:22]=[CH:21][CH:20]=[CH:19][CH:18]=2)[CH3:16])[CH2:9]1)=[O:7])([CH3:4])([CH3:2])[CH3:3] |f:2.3,6.7.8|. Procedure details: The aforementioned crude (3S)-3-[2-(tert-butyldimethylsilyloxy)ethyl]-4-methyl-5-oxo-1-[(1R)-1-phenylethyl]pyrrolidine-3-carboxylic acid tert-butyl ester was dissolved in tetrahydrofuran (10 mL). Then, acetic acid (0.572 mL, 10.0 mmol) and a 1 M solution of tetrabutylammonium fluoride in tetrahydrofuran (10.0 mL, 10.0 mmol) were sequentially added in a nitrogen atmosphere. After stirring at room temperature for 12 hours, the reaction solution was poured into a mixture of ethyl acetate (100 mL) a... Reactants: [Cl-].[Al+3].[Cl-].[Cl-] (aluminum chloride), C1(=CC=CC=C1)C(C1=CC=CC=C1)OC(=S)C1=C(CS[C@H]2N1C([C@H]2NC(\C(=N/OC(C2=CC=CC=C2)(C2=CC=CC=C2)C2=CC=CC=C2)\C=2N=C(SC2)NC(=O)OC(C)(C)C)=O)=O)CSC=2N=NN(C2)C (7β-[(Z)-2-(2-t-butoxycarbonylaminothiazol-4-yl)-2-trityloxyiminoacetamido]-3-(1-methyl-1,2,3-triazol-4-yl)thiomethylthio-3-cephem-4-carboxylic acid diphenylmethyl ester). Run in C1(=CC=CC=C1)OC (anisole), C1(=CC=CC=C1)OC (anisole), [N+](=O)([O-])C (nitromethane), Cl (hydrochloric acid), O (water). Conditions: time 1 hour. Yields the product NC=1SC=C(N1)/C(/C(=O)N[C@H]1[C@@H]2N(C(=C(CS2)CSC=2N=NN(C2)C)C(=S)O)C1=O)=N/O (7β-[(Z)-2-(2-aminothiazol-4-yl)-2-hydroxyiminoacetamido]-3-(1-methyl-1,2,3-triazol-4-yl)thiomethylthio-3-cephem-4carboxylic acid). The yield is 27.5%. Reaction SMILES: C1(C([O:14][C:15]([C:17]2[N:22]3[C:23](=[O:63])[C@@H:24]([NH:25][C:26](=[O:62])/[C:27](/[C:49]4[N:50]=[C:51]([NH:54]C(OC(C)(C)C)=O)[S:52][CH:53]=4)=[N:28]\[O:29]C(C4C=CC=CC=4)(C4C=CC=CC=4)C4C=CC=CC=4)[C@H:21]3[S:20][CH2:19][C:18]=2[CH2:64][S:65][C:66]2[N:67]=[N:68][N:69]([CH3:71])[CH:70]=2)=[S:16])C2C=CC=CC=2)C=CC=CC=1.[Cl-].[Al+3].[Cl-].[Cl-]>C1(OC)C=CC=CC=1.[N+](C)([O-])=O.Cl.O>[NH2:54][C:51]1[S:52][CH:53]=[C:49](/[C:27](=[N:28]/[OH:29])/[C:26]([NH:25][C@@H:24]2[C:23](=[O:63])[N:22]3[C:17]([C:15]([OH:14])=[S:16])=[C:18]([CH2:64][S:65][C:66]4[N:67]=[N:68][N:69]([CH3:71])[CH:70]=4)[CH2:19][S:20][C@H:21]23)=[O:62])[N:50]=1 |f:1.2.3.4|. Reported procedure: To a solution of 7β-[(Z)-2-(2-t-butoxycarbonylaminothiazol-4-yl)-2-trityloxyiminoacetamido]-3-(1-methyl-1,2,3-triazol-4-yl)thiomethylthio-3-cephem-4-carboxylic acid diphenylmethyl ester (708 mg: 0.683 mMol.) in a mixture of anisole (2 ml) and nitromethane (8 ml) is added dropwise a solution of aluminum chloride (727 mg: 5.47 mMol.) in anisole (2 ml) at -40° C., and the mixture is stirred for 1 hour at -30°--40° C. The reaction mixture is diluted with 1N-hydrochloric acid (5.5 ml) and water and w... Reactants: O=C([O-])O, CCC(O)(C=Cc1ccc(C(CC)(CC)c2ccc(O)cc2)cc1C)CC, CCN(C(C)C)C(C)C, ClCCl, O=S(=O)(OS(=O)(=O)C(F)(F)F)C(F)(F)F, [Na+]. Product: CCC(O)(C=Cc1ccc(C(CC)(CC)c2ccc(OS(=O)(=O)C(F)(F)F)cc2)cc1C)CC. RXN SMILES: [C:52](=[O:53])([OH:54])[O-:55].[CH2:25]([CH3:26])[C:27]([CH2:28][CH3:29])([c:30]1[cH:31][c:32]([CH3:44])[c:33]([CH:36]=[CH:37][C:38]([CH2:39][CH3:40])([OH:41])[CH2:42][CH3:43])[cH:34][cH:35]1)[c:45]1[cH:46][cH:47][c:48]([OH:51])[cH:49][cH:50]1.[CH:1]([N:2]([CH2:3][CH3:4])[CH:5]([CH3:6])[CH3:7])([CH3:8])[CH3:9].[Cl:57][CH2:58][Cl:59].[F:10][C:11]([F:12])([F:13])[S:14](=[O:15])(=[O:16])[O:17][S:18]([C:19]([F:20])([F:21])[F:22])(=[O:23])=[O:24].[Na+:56]>>[F:10][C:11]([F:12])([F:13])[S:14](=[O:15])(=[O:16])[O:17][c:48]1[cH:47][cH:46][c:45]([C:27]([CH2:25][CH3:26])([CH2:28][CH3:29])[c:30]2[cH:31][c:32]([CH3:44])[c:33]([CH:36]=[CH:37][C:38]([CH2:39][CH3:40])([OH:41])[CH2:42][CH3:43])[cH:34][cH:35]2)[cH:50][cH:49]1. The product is S1C=C(C=C1)C(=O)N=C=S (3-Thiophenecarbonyl isothiocyanate), COC=1C=C2C(=CC=NC2=CC1OC)OC1=CC=C(C=C1)NC(=S)NC(=O)C1=CSC=C1 (N-{4-[(6,7-Dimethoxy-4-quinolyl)oxy]phenyl}-N′-(3-thienylcarbonyl)thiourea). The solvent is C(C)O (ethanol), C(C)O (ethanol). Reported procedure: 3-Thiophenecarbonyl isothiocyanate was prepared using commercially available 3-thiophenecarbonyl chloride (80 mg) as a starting compound according to the description of the literature. 3-Thiophenecarbonyl isothiocyanate was dissolved in ethanol (1 ml) to prepare a solution. 4-[(6,7-Dimethoxy-4-quinolyl)oxy]aniline (50 mg), toluene (5 ml), and ethanol (1 ml) were added to the solution, and the mixture was stirred at room temperature for 2 hr. The reaction solution was concentrated, and the residu... Isolated yield 68.0%. The reactants are S1C=C(C=C1)C(=O)N=C=S (3-Thiophenecarbonyl isothiocyanate), S1C=C(C=C1)C(=O)Cl (3-thiophenecarbonyl chloride), COC=1C=C2C(=CC=NC2=CC1OC)OC1=CC=C(N)C=C1 (4-[(6,7-Dimethoxy-4-quinolyl)oxy]aniline), C1(=CC=CC=C1)C (toluene). Reaction conditions: time 2 hour. Reaction SMILES: S1C=CC(C(Cl)=O)=C1.[S:9]1[CH:13]=[CH:12][C:11]([C:14]([N:16]=[C:17]=[S:18])=[O:15])=[CH:10]1.[CH3:19][O:20][C:21]1[CH:22]=[C:23]2[C:28](=[CH:29][C:30]=1[O:31][CH3:32])[N:27]=[CH:26][CH:25]=[C:24]2[O:33][C:34]1[CH:40]=[CH:39][C:37]([NH2:38])=[CH:36][CH:35]=1.C1(C)C=CC=CC=1>C(O)C>[S:9]1[CH:13]=[CH:12][C:11]([C:14]([N:16]=[C:17]=[S:18])=[O:15])=[CH:10]1.[CH3:19][O:20][C:21]1[CH:22]=[C:23]2[C:28](=[CH:29][C:30]=1[O:31][CH3:32])[N:27]=[CH:26][CH:25]=[C:24]2[O:33][C:34]1[CH:35]=[CH:36][C:37]([NH:38][C:17]([NH:16][C:14]([C:11]2[CH:12]=[CH:13][S:9][CH:10]=2)=[O:15])=[S:18])=[CH:39][CH:40]=1. Starting materials: ClCCl, CC(C)(C)OC(=O)N1Cc2ccccc2CC1C1OC(=O)NC1Cc1cc(F)cc(F)c1, O=C(O)C(F)(F)F. The product is O=C1NC(Cc2cc(F)cc(F)c2)C(C2Cc3ccccc3CN2)O1. Reaction SMILES: [Cl:40][CH2:41][Cl:42].[F:1][c:2]1[cH:3][c:4]([CH2:5][CH:6]2[NH:7][C:8](=[O:28])[O:9][CH:10]2[CH:11]2[N:12]([C:21]([O:22][C:23]([CH3:24])([CH3:25])[CH3:26])=[O:27])[CH2:13][c:14]3[cH:15][cH:16][cH:17][cH:18][c:19]3[CH2:20]2)[cH:29][c:30]([F:32])[cH:31]1.[F:33][C:34]([F:35])([F:36])[C:37]([OH:38])=[O:39]>>[F:1][c:2]1[cH:3][c:4]([CH2:5][CH:6]2[NH:7][C:8](=[O:28])[O:9][CH:10]2[CH:11]2[NH:12][CH2:13][c:14]3[cH:15][cH:16][cH:17][cH:18][c:19]3[CH2:20]2)[cH:29][c:30]([F:32])[cH:31]1.